Dataset: the Open Reaction Database (ORD), a public repository of structured organic reaction records. Task: describe an organic reaction: reactants, conditions, products, and yield Starting materials: C(C)(C)(C)OC(=O)N(CC=O)CCC1=CC=CC=C1 (N-t-butoxycarbonyl-N-(2-oxo-ethyl)-2-phenyl-ethylamine), Cl.N1C=C(C2=CC=CC=C12)C[C@H](CC(=O)O)N ((R)-2-(1H-indol-3-yl)-1-carboxymethyl-ethylamine hydrochloride salt), C(#N)[BH3-].[Na+] (sodium cyanoborohydride). Solvent: CO (methanol), C1CCOC1 (THF), C(C)(=O)OCC (ethyl acetate). Yields the product N1C=C(C2=CC=CC=C12)C[C@H](CC(=O)O)NCCN(CCC1=CC=CC=C1)C(=O)OC(C)(C)C (2-[(R)-2-(1H-Indol-3-yl)-1-carboxymethyl-ethylamino]-N-(t-butoxycarbonyl)-N-(2-phenyl-ethyl)-ethylamine). As a reaction SMILES: [C:1]([O:5][C:6]([N:8]([CH2:12][CH2:13][C:14]1[CH:19]=[CH:18][CH:17]=[CH:16][CH:15]=1)[CH2:9][CH:10]=O)=[O:7])([CH3:4])([CH3:3])[CH3:2].Cl.[NH:21]1[C:29]2[C:24](=[CH:25][CH:26]=[CH:27][CH:28]=2)[C:23]([CH2:30][C@@H:31]([NH2:36])[CH2:32][C:33]([OH:35])=[O:34])=[CH:22]1.C([BH3-])#N.[Na+]>CO.C1COCC1.C(OCC)(=O)C>[NH:21]1[C:29]2[C:24](=[CH:25][CH:26]=[CH:27][CH:28]=2)[C:23]([CH2:30][C@@H:31]([NH:36][CH2:10][CH2:9][N:8]([C:6]([O:5][C:1]([CH3:4])([CH3:3])[CH3:2])=[O:7])[CH2:12][CH2:13][C:14]2[CH:19]=[CH:18][CH:17]=[CH:16][CH:15]=2)[CH2:32][C:33]([OH:35])=[O:34])=[CH:22]1 |f:1.2,3.4|. Procedure details: Combine N-t-butoxycarbonyl-N-(2-oxo-ethyl)-2-phenyl-ethylamine (5.03 g, 19.0 mmol) and (R)-2-(1H-indol-3-yl)-1-carboxymethyl-ethylamine hydrochloride salt ((R)-tryptophan methyl ester hydrochloride salt) (4.9 g, 19.42 mmol) in methanol (50 mL) and stir for 30 minutes. Add sodium cyanoborohydride in solution (15.0 mL, 1M in THF, 15.0 mmol) and stir under an inert atmosphere for 16.5 hours. Concentrate in vacuo to obtain a residue. Dilute the residue with ethyl acetate and extract with water. Sepa...